Dataset: the Open Reaction Database (ORD), a public repository of structured organic reaction records. Task: describe an organic reaction: reactants, conditions, products, and yield As a reaction SMILES: [CH3:1][C:2]([CH3:9])([CH3:8])[C:3]#[C:4][C:5](O)=[O:6].S(Cl)([Cl:12])=O.Cl>C(Cl)Cl>[CH3:1][C:2]([CH3:9])([CH3:8])[C:3]#[C:4][C:5]([Cl:12])=[O:6]. The solvent is C(Cl)Cl (methylene chloride). The reactants are CC(C#CC(=O)O)(C)C (4,4-dimethyl-2-pentynoic acid), S(=O)(Cl)Cl (thionyl chloride), Cl (hydrogen chloride). Reported procedure: 466 g of 4,4-dimethyl-2-pentynoic acid was blended with 3.5 liters of methylene chloride and stirred. 483 g of thionyl chloride was added thereto and reacted for 1 hour and then heated under reflux, whereby a hydrogen chloride gas was vigorously generated. After the reaction system was heated under reflux for 2 hours, the solvent was distilled away under reduced pressure. The product was a colorless liquid having a boiling point of about 70° C. at 20 mm Hg. Yield: 290 g, 54.3%. Product: CC(C#CC(=O)Cl)(C)C (4,4-Dimethyl-2-pentynoic Acid Chloride). As a reaction SMILES: C([O:3][C:4](=O)[C@H:5]([CH2:16][C:17]1[CH:22]=[CH:21][C:20]([O:23][CH3:24])=[C:19]([O:25][CH3:26])[CH:18]=1)[NH:6][C:7](=[O:15])[C:8]1[CH:13]=[CH:12][N:11]=[C:10]([Br:14])[CH:9]=1)C.[BH4-].[Na+].CO.O>O1CCCC1>[Br:14][C:10]1[CH:9]=[C:8]([CH:13]=[CH:12][N:11]=1)[C:7]([NH:6][CH:5]([CH2:16][C:17]1[CH:22]=[CH:21][C:20]([O:23][CH3:24])=[C:19]([O:25][CH3:26])[CH:18]=1)[CH2:4][OH:3])=[O:15] |f:1.2|. Procedure details: To a solution of N-(2-bromoisonicotinoyl)-3-(3,4-dimethoxyphenyl)alanine ethyl ester (12.8 g) in tetrahydrofuran (100 ml) is added sodium borohydride (3.3 g), and thereto is added dropwise methanol (15 ml) with heating under reflux over a period of three hours. The reaction mixture is cooled with ice, and thereto is added water. The mixture is extracted with chloroform, and the extract is washed, dried, and concentrated to give 2-(2-bromoisonicotinoylamino)-3-(3,4-dimethoxyphenyl)-1-propanol (10... Reactants: C(C)OC([C@@H](NC(C1=CC(=NC=C1)Br)=O)CC1=CC(=C(C=C1)OC)OC)=O (N-(2-bromoisonicotinoyl)-3-(3,4-dimethoxyphenyl)alanine ethyl ester), [BH4-].[Na+] (sodium borohydride), O (water), CO (methanol). Isolated yield 88.2%. The product is BrC=1C=C(C(=O)NC(CO)CC2=CC(=C(C=C2)OC)OC)C=CN1 (2-(2-bromoisonicotinoylamino)-3-(3,4-dimethoxyphenyl)-1-propanol). Solvent: O1CCCC1 (tetrahydrofuran). Reactants: ClC1=C(C=NC=2N1N=CC2C(=O)OCC)C(=O)N2CCC(CC2)C2=CC=CC=C2 (7-Chloro-3-ethoxycarbonyl-6-(4-phenylpiperidine-1-carbonyl)pyrazolo[1,5-a]pyrimidine), NC1=CSC=C1C (3-amino-4-methylthiophene). The product is C(C)OC(=O)C=1C=NN2C1N=CC(=C2NC2=CSC=C2C)C(=O)N2CCC(CC2)C2=CC=CC=C2 (3-Ethoxycarbonyl-7-(4-methyl-3-thienylamino)-6-(4-phenylpiperidine-1-carbonyl)pyrazolo[1,5-a]pyrimidine). Isolated yield 42.1%. RXN SMILES: Cl[C:2]1[N:7]2[N:8]=[CH:9][C:10]([C:11]([O:13][CH2:14][CH3:15])=[O:12])=[C:6]2[N:5]=[CH:4][C:3]=1[C:16]([N:18]1[CH2:23][CH2:22][CH:21]([C:24]2[CH:29]=[CH:28][CH:27]=[CH:26][CH:25]=2)[CH2:20][CH2:19]1)=[O:17].[NH2:30][C:31]1[C:35]([CH3:36])=[CH:34][S:33][CH:32]=1>>[CH2:14]([O:13][C:11]([C:10]1[CH:9]=[N:8][N:7]2[C:2]([NH:30][C:31]3[C:35]([CH3:36])=[CH:34][S:33][CH:32]=3)=[C:3]([C:16]([N:18]3[CH2:23][CH2:22][CH:21]([C:24]4[CH:29]=[CH:28][CH:27]=[CH:26][CH:25]=4)[CH2:20][CH2:19]3)=[O:17])[CH:4]=[N:5][C:6]=12)=[O:12])[CH3:15]. Procedure details: In the same manner as in Example 19, step 5 and using 7-chloro-3-ethoxycarbonyl-6-(4-phenylpiperidine-1-carbonyl)pyrazolo[1,5-a]pyrimidine (0.20 g, 0.48 mmol) obtained in Example 19, step 4 and 3-amino-4-methylthiophene (0.110 g, 0.97 mmol), the title compound (0.099 g, 42%) was obtained. Reactants: Cc1cc(C(C)(C)C)c(O)c(C)c1CCl, CN(C)C=O, N#C[K], O. Yields the product Cc1cc(C(C)(C)C)c(O)c(C)c1CC#N. As a reaction SMILES: [C:4]([CH3:5])([CH3:6])([CH3:7])[c:8]1[cH:9][c:10]([CH3:18])[c:11]([CH2:16][Cl:17])[c:12]([CH3:15])[c:13]1[OH:14].[CH3:20][N:21]([CH3:22])[CH:23]=[O:24].[K:1][C:2]#[N:3].[OH2:19]>>[C:2](#[N:3])[CH2:16][c:11]1[c:10]([CH3:18])[cH:9][c:8]([C:4]([CH3:5])([CH3:6])[CH3:7])[c:13]([OH:14])[c:12]1[CH3:15]. Reactants: C1CCOC1, CO, Cl, COC(=O)c1ccc(C2=CC(=C3C(=O)Nc4cc(F)c(F)cc43)OC2(C)C)cc1, [Na+], [OH-], O. Yields the product CC1(C)OC(=C2C(=O)Nc3cc(F)c(F)cc32)C=C1c1ccc(C(=O)O)cc1. RXN SMILES: [CH2:30]1[O:31][CH2:32][CH2:33][CH2:34]1.[CH3:35][OH:36].[ClH:39].[F:1][c:2]1[cH:3][c:4]2[c:8]([cH:9][c:10]1[F:11])[NH:7][C:6](=[O:12])[C:5]2=[C:13]1[CH:14]=[C:15]([c:20]2[cH:21][cH:22][c:23]([C:24](=[O:25])[O:26][CH3:27])[cH:28][cH:29]2)[C:16]([CH3:18])([CH3:19])[O:17]1.[Na+:38].[OH-:37].[OH2:40]>>[F:1][c:2]1[cH:3][c:4]2[c:8]([cH:9][c:10]1[F:11])[NH:7][C:6](=[O:12])[C:5]2=[C:13]1[CH:14]=[C:15]([c:20]2[cH:21][cH:22][c:23]([C:24](=[O:25])[OH:26])[cH:28][cH:29]2)[C:16]([CH3:18])([CH3:19])[O:17]1. Starting materials: C(C1=CC=CC=C1)(C1=CC=CC=C1)(C1=CC=CC=C1)NC=1SC=C(N1)/C(/C(=O)NC1[C@@H]2N(C(=C(CS2)CCl)C(=O)OCC2=CC=C(C=C2)OC)C1=O)=N/OC(C)(C)C(=O)OC(C)(C)C (p-methoxybenzyl 7-{(Z)-2-(2-tritylaminothiazol-4-yl)-2-(1-tert-butoxycarbonyl-1-methylethoxyimino)acetamido}-3-chloromethyl-3-cephem-4-carboxylate), SC=1SC2=C(C=NC=C2)N1 (2-mercaptothiazolo[4,5-c]pyridine). The product is C(C1=CC=CC=C1)(C1=CC=CC=C1)(C1=CC=CC=C1)NC=1SC=C(N1)/C(/C(=O)NC1[C@@H]2N(C(=C(CS2)CSC=2SC3=C(C=NC=C3)N2)C(=O)OCC2=CC=C(C=C2)OC)C1=O)=N/OC(C)(C)C(=O)OC(C)(C)C (p-methoxybenzyl 7-{(Z)-2-(2-tritylaminothiazol-4-yl)-2-(1-tert-butoxycarbonyl-1-methylethoxyimino)acetamido}-3-(thiazolo[4,5-c]pyridin-2-yl)thiomethyl-3-cephem-4-carboxylate). Yield: 78.5%. As a reaction SMILES: [C:1]([NH:20][C:21]1[S:22][CH:23]=[C:24](/[C:26](=[N:53]/[O:54][C:55]([C:58]([O:60][C:61]([CH3:64])([CH3:63])[CH3:62])=[O:59])([CH3:57])[CH3:56])/[C:27]([NH:29][CH:30]2[C:51](=[O:52])[N:32]3[C:33]([C:39]([O:41][CH2:42][C:43]4[CH:48]=[CH:47][C:46]([O:49][CH3:50])=[CH:45][CH:44]=4)=[O:40])=[C:34]([CH2:37]Cl)[CH2:35][S:36][C@H:31]23)=[O:28])[N:25]=1)([C:14]1[CH:19]=[CH:18][CH:17]=[CH:16][CH:15]=1)([C:8]1[CH:13]=[CH:12][CH:11]=[CH:10][CH:9]=1)[C:2]1[CH:7]=[CH:6][CH:5]=[CH:4][CH:3]=1.[SH:65][C:66]1[S:67][C:68]2[CH:73]=[CH:72][N:71]=[CH:70][C:69]=2[N:74]=1>>[C:1]([NH:20][C:21]1[S:22][CH:23]=[C:24](/[C:26](=[N:53]/[O:54][C:55]([C:58]([O:60][C:61]([CH3:64])([CH3:63])[CH3:62])=[O:59])([CH3:57])[CH3:56])/[C:27]([NH:29][CH:30]2[C:51](=[O:52])[N:32]3[C:33]([C:39]([O:41][CH2:42][C:43]4[CH:48]=[CH:47][C:46]([O:49][CH3:50])=[CH:45][CH:44]=4)=[O:40])=[C:34]([CH2:37][S:65][C:66]4[S:67][C:68]5[CH:73]=[CH:72][N:71]=[CH:70][C:69]=5[N:74]=4)[CH2:35][S:36][C@H:31]23)=[O:28])[N:25]=1)([C:14]1[CH:19]=[CH:18][CH:17]=[CH:16][CH:15]=1)([C:8]1[CH:13]=[CH:12][CH:11]=[CH:10][CH:9]=1)[C:2]1[CH:7]=[CH:6][CH:5]=[CH:4][CH:3]=1. Procedure details: Using 369 mg of p-methoxybenzyl 7-{(Z)-2-(2-tritylaminothiazol-4-yl)-2-(1-tert-butoxycarbonyl-1-methylethoxyimino)acetamido}-3-chloromethyl-3-cephem-4-carboxylate in place of p-methoxybenzyl 7-{(Z)-2-(2-tritylaminothiazol-4-yl)-2-methoxyiminoacetamido}-3-chloromethyl-3-cephem-4-carboxylate and 74 mg of 2-mercaptothiazolo[4,5-c]pyridine, the reaction and purification were carried out in the same manner as in Example 1(a) to obtain 331 mg of the title compound in a yield of 79%. The reactants are CC(=O)c1cc2c(s1)CCCC2N, Cl, N#CO[K], O. The product is CC(=O)c1cc2c(s1)CCCC2NC(N)=O. As a reaction SMILES: [C:2]([CH3:3])(=[O:4])[c:5]1[cH:6][c:7]2[c:8]([s:9]1)[CH2:10][CH2:11][CH2:12][CH:13]2[NH2:14].[ClH:1].[K:15][O:16][C:17]#[N:18].[OH2:19]>>[C:2]([CH3:3])(=[O:4])[c:5]1[cH:6][c:7]2[c:8]([s:9]1)[CH2:10][CH2:11][CH2:12][CH:13]2[NH:14][C:17](=[O:16])[NH2:18]. Starting materials: O1C(=CC2=C1C=CC=C2)C(=O)O (benzofuran-2-carboxylic acid), C(C)N=C=NCCCN(C)C (1-ethyl-3(3-dimethylaminopropyl)carbodiimide), ON1N=NC2=C1C=CC=C2 (1-hydroxybenzotriazole), C(C)(C)N(CC)C(C)C (diisopropylethylamine), Cl (HCl), C(C)(C)(C)OC(N[C@@H]1CC[C@H](CC1)CCN[C@@H]1CC2=C(N=C(S2)N)CC1)=O (Trans-tert-butyl-4-(2-((S)-2-amino-4,5,6,7-tetrahydrobenzo[d]thiazol-6-ylamino)ethyl)cyclohexylcarbamate). Solvent: O1CCCC1 (tetrahydrofuran), O1CCOCC1 (dioxane), O1CCOCC1 (dioxane). Reaction conditions: time 2 hour. The product is NC=1SC2=C(N1)CC[C@@H](C2)N(CC[C@@H]2CC[C@H](CC2)NC(=O)C=2OC1=C(C2)C=CC=C1)CCC (Trans-N-(4-(2-(((S)-2-amino-4,5,6,7-tetrahydrobenzo[d]thiazol-6-yl)(propyl)amino)ethyl)cyclohexyl)benzofuran-2-carboxamide). Isolated yield 62.4%. Reaction SMILES: Cl.C(O[C:7](=[O:28])[NH:8][C@H:9]1[CH2:14][CH2:13][C@H:12]([CH2:15][CH2:16][NH:17][C@H:18]2[CH2:27][CH2:26][C:21]3[N:22]=[C:23]([NH2:25])[S:24][C:20]=3[CH2:19]2)[CH2:11][CH2:10]1)(C)(C)C.[O:29]1[C:33]2[CH:34]=[CH:35][CH:36]=[CH:37][C:32]=2[CH:31]=[C:30]1C(O)=O.C(N=C=N[CH2:46][CH2:47][CH2:48]N(C)C)C.ON1C2C=CC=CC=2N=N1.C(N(C(C)C)CC)(C)C>O1CCOCC1.O1CCCC1>[NH2:25][C:23]1[S:24][C:20]2[CH2:19][C@@H:18]([N:17]([CH2:46][CH2:47][CH3:48])[CH2:16][CH2:15][C@H:12]3[CH2:11][CH2:10][C@H:9]([NH:8][C:7]([C:30]4[O:29][C:33]5[CH:34]=[CH:35][CH:36]=[CH:37][C:32]=5[CH:31]=4)=[O:28])[CH2:14][CH2:13]3)[CH2:27][CH2:26][C:21]=2[N:22]=1. Procedure details: 4.0 M HCl solution in dioxane (1.0 mL, 4.0 mmol) was added to a solution of compound 20 (87 mg, 0.2 mmol) in dioxane (10 mL) and the reaction mixture was stirred at room temperature for 2 hours. Solvent was evaporated in vacuo and the residue was used directly for the next step without further purification. To a solution of the residue in tetrahydrofuran (THF) (20 mL), were added benzofuran-2-carboxylic acid (32 mg, 0.2 mmol), 1-ethyl-3(3-dimethylaminopropyl)carbodiimide (EDCI) (38 mg, 0.2 mmol)... Reactants: CCOC(=O)C(C)O, C1CCCCC1, C=CCOC(=N)C(Cl)(Cl)Cl, O=S(=O)(O)C(F)(F)F. The product is C=CCOC(C)C(=O)OCC. Reaction SMILES: [C:1]([CH:2]([OH:3])[CH3:4])(=[O:5])[O:6][CH2:7][CH3:8].[CH2:27]1[CH2:28][CH2:29][CH2:30][CH2:31][CH2:32]1.[Cl:9][C:10]([Cl:11])([Cl:12])[C:16](=[NH:17])[O:18][CH2:13][CH:14]=[CH2:15].[OH:19][S:20]([C:21]([F:22])([F:23])[F:24])(=[O:25])=[O:26]>>[C:1]([CH:2]([O:3][CH2:15][CH:14]=[CH2:13])[CH3:4])(=[O:5])[O:6][CH2:7][CH3:8]. Reactants: NC1=CC2=C(N=C(S2)C(C)(C)C)C=C1N1CCC(CC1)C (6-amino-2-tert-butyl-5-(4-methylpiperidin-1-yl)benzothiazole), C([O-])(O)=O.[K+] (potassium bicarbonate), C(=S)(Cl)Cl (thiophosgene). The solvent is C(Cl)(Cl)Cl (chloroform), C(Cl)(Cl)Cl (chloroform), C(Cl)(Cl)Cl (chloroform). Reaction conditions: time 2 hour. Yields the product C(C)(C)(C)C=1SC2=C(N1)C=C(C(=C2)N=C=S)N2CCC(CC2)C (2-tert-butyl-6-isothiocyanato-5-(4-methylpiperidin-1-yl)benzothiazole). As a reaction SMILES: [NH2:1][C:2]1[C:14]([N:15]2[CH2:20][CH2:19][CH:18]([CH3:21])[CH2:17][CH2:16]2)=[CH:13][C:5]2[N:6]=[C:7]([C:9]([CH3:12])([CH3:11])[CH3:10])[S:8][C:4]=2[CH:3]=1.C(=O)(O)[O-].[K+].[C:27](Cl)(Cl)=[S:28]>C(Cl)(Cl)Cl>[C:9]([C:7]1[S:8][C:4]2[CH:3]=[C:2]([N:1]=[C:27]=[S:28])[C:14]([N:15]3[CH2:20][CH2:19][CH:18]([CH3:21])[CH2:17][CH2:16]3)=[CH:13][C:5]=2[N:6]=1)([CH3:12])([CH3:11])[CH3:10] |f:1.2|. Procedure details: To a cooled mixture of 2.1 g of 6-amino-2-tert-butyl-5-(4-methylpiperidin-1-yl)benzothiazole and 2.8 g of potassium bicarbonate in 20 ml of chloroform is added dropwise 1.6 g of thiophosgene in 5 ml of chloroform under stirring. The stirring is continued for 2 hours maintaining the temperature at 0°-2° . The solid is filtered and the filtrate is evaporated. The solid thus obtained is dissolved in chloroform and filtered through a silica gel column. The filtrate is evaporated to give 2-tert-butyl...